From a dataset of the Open Reaction Database (ORD), a public repository of structured organic reaction records. describe an organic reaction: reactants, conditions, products, and yield The reactants are [Si](C)(C)(C(C)(C)C)O[C@H](C(=O)O)COC ((S)-2-(tert-butyldimethylsilyloxy)-3-methoxypropanoic acid), CC=1N=CC(=NC1)N (5-methylpyrazine-2-amine). Yields the product [Si](C)(C)(C(C)(C)C)O[C@H](C(=O)NC1=NC=C(N=C1)C)COC ((S)-2-(tert-butyldimethylsilyloxy)-3-methoxy-N-(5-methylpyrazin-2-yl)propanamide). RXN SMILES: [Si:1]([O:8][C@@H:9]([CH2:13][O:14][CH3:15])[C:10]([OH:12])=O)([C:4]([CH3:7])([CH3:6])[CH3:5])([CH3:3])[CH3:2].[CH3:16][C:17]1[N:18]=[CH:19][C:20]([NH2:23])=[N:21][CH:22]=1>>[Si:1]([O:8][C@@H:9]([CH2:13][O:14][CH3:15])[C:10]([NH:23][C:20]1[CH:19]=[N:18][C:17]([CH3:16])=[CH:22][N:21]=1)=[O:12])([C:4]([CH3:5])([CH3:6])[CH3:7])([CH3:2])[CH3:3]. Reported procedure: C6a was prepared in an analogous fashion to C4d from (S)-2-(tert-butyldimethylsilyloxy)-3-methoxypropanoic acid C4c and 5-methylpyrazine-2-amine (CAS 5521-58-4). The reactants are CC1(C)NC(=O)OC1C#C[Si](C)(C)C, CO, [K+], [K+], O=C([O-])[O-]. The product is C#CC1OC(=O)NC1(C)C. Reaction SMILES: [CH3:1][C:2]1([CH3:14])[NH:3][C:4](=[O:13])[O:5][CH:6]1[C:7]#[C:8][Si:9]([CH3:10])([CH3:11])[CH3:12].[CH3:21][OH:22].[K+:15].[K+:16].[O-:17][C:18]([O-:19])=[O:20]>>[CH3:1][C:2]1([CH3:14])[NH:3][C:4](=[O:13])[O:5][CH:6]1[C:7]#[CH:8].